This data is from the Open Reaction Database (ORD), a public repository of structured organic reaction records. The task is: describe an organic reaction: reactants, conditions, products, and yield Reactants: CCOC(=O)C1Cc2cc(OC)c(OC)cc2CN1C, C1CCOC1, CC(C)[N-]C(C)C, COc1ccc(C(C#N)(CCCI)C(C)C)cc1OC, Cl, [Li+]. Product: CCOC(=O)C1(CCCC(C#N)(c2ccc(OC)c(OC)c2)C(C)C)Cc2cc(OC)c(OC)cc2CN1C. As a reaction SMILES: [C:1](=[O:2])([O:3][CH2:4][CH3:5])[CH:6]1[N:7]([CH3:20])[CH2:8][c:9]2[cH:10][c:11]([O:18][CH3:19])[c:12]([O:16][CH3:17])[cH:13][c:14]2[CH2:15]1.[CH2:50]1[O:51][CH2:52][CH2:53][CH2:54]1.[CH3:22][CH:23]([N-:24][CH:25]([CH3:26])[CH3:27])[CH3:28].[CH3:29][O:30][c:31]1[cH:32][c:33]([C:39]([C:40]#[N:41])([CH2:42][CH2:43][CH2:44][I:45])[CH:46]([CH3:47])[CH3:48])[cH:34][cH:35][c:36]1[O:37][CH3:38].[ClH:49].[Li+:21]>>[C:1](=[O:2])([O:3][CH2:4][CH3:5])[C:6]1([CH2:44][CH2:43][CH2:42][C:39]([c:33]2[cH:32][c:31]([O:30][CH3:29])[c:36]([O:37][CH3:38])[cH:35][cH:34]2)([C:40]#[N:41])[CH:46]([CH3:47])[CH3:48])[N:7]([CH3:20])[CH2:8][c:9]2[cH:10][c:11]([O:18][CH3:19])[c:12]([O:16][CH3:17])[cH:13][c:14]2[CH2:15]1. The reactants are Cl.BrC1=C(C=C(C=C1)F)NN ((2-bromo-5-fluoro-phenyl)-hydrazine hydrochloride), CN(C)C=NC(C)=O (N-((dimethylamino)methylene)acetamide). The reagents and catalysts are CC(=O)O (HOAc). The solvent is C1CCOC1 (THF). Conditions: time 15 minute. The product is BrC1=C(C=C(C=C1)F)N\N=C\NC(C)=O ((E)-N-((2-(2-bromo-5-fluorophenyl)hydrazono)methyl)acetamide). Isolated yield 72.2%. Reaction SMILES: Cl.[Br:2][C:3]1[CH:8]=[CH:7][C:6]([F:9])=[CH:5][C:4]=1[NH:10][NH2:11].CN([CH:15]=[N:16][C:17](=[O:19])[CH3:18])C>C1COCC1.CC(O)=O>[Br:2][C:3]1[CH:8]=[CH:7][C:6]([F:9])=[CH:5][C:4]=1[NH:10]/[N:11]=[CH:15]/[NH:16][C:17](=[O:19])[CH3:18] |f:0.1|. Procedure details: Alternatively, to a mixture of (2-bromo-5-fluoro-phenyl)-hydrazine hydrochloride (5.9 g, 28.8 mmol) and N-((dimethylamino)methylene)acetamide (3.30 g, 28.8 mmol) in THF (30 mL) was added 5 drops of HOAc, and the mixture stirred at room temperature under nitrogen for 15 min. The mixture was concentrated in vacuo, and the residue suspended in a mixture of ether (50 mL) and hexanes (50 mL) and the resulting precipitate collected and air-dried to provide 5.7 g of the title compound as an off-white p... Product: COc1ccc(C2CCC(OS(C)(=O)=O)CC2)cc1. Reaction SMILES: [CH3:16][S:17]([Cl:18])(=[O:19])=[O:20].[CH3:1][O:2][c:3]1[cH:4][cH:5][c:6]([CH:9]2[CH2:10][CH2:11][CH:12]([OH:15])[CH2:13][CH2:14]2)[cH:7][cH:8]1.[cH:21]1[cH:22][cH:23][n:24][cH:25][cH:26]1>>[CH3:1][O:2][c:3]1[cH:4][cH:5][c:6]([CH:9]2[CH2:10][CH2:11][CH:12]([O:15][S:17]([CH3:16])(=[O:19])=[O:20])[CH2:13][CH2:14]2)[cH:7][cH:8]1. Starting materials: CS(=O)(=O)Cl, COc1ccc(C2CCC(O)CC2)cc1, c1ccncc1.